From a dataset of the Open Reaction Database (ORD), a public repository of structured organic reaction records. describe an organic reaction: reactants, conditions, products, and yield The reactants are CCOC(=O)c1sc(-n2cnn(Cc3ccc(C(F)(F)F)cc3)c2=O)nc1C, [Li+], C1CCOC1, [OH-], O, O. RXN SMILES: [CH3:1][c:2]1[n:3][c:4](-[n:12]2[cH:13][n:14][n:15]([CH2:18][c:19]3[cH:20][cH:21][c:22]([C:25]([F:26])([F:27])[F:28])[cH:23][cH:24]3)[c:16]2=[O:17])[s:5][c:6]1[C:7](=[O:8])[O:9][CH2:10][CH3:11].[Li+:32].[O:33]1[CH2:34][CH2:35][CH2:36][CH2:37]1.[OH-:31].[OH2:29].[OH2:30]>>[CH3:1][c:2]1[n:3][c:4](-[n:12]2[cH:13][n:14][n:15]([CH2:18][c:19]3[cH:20][cH:21][c:22]([C:25]([F:26])([F:27])[F:28])[cH:23][cH:24]3)[c:16]2=[O:17])[s:5][c:6]1[C:7](=[O:8])[OH:9]. Yields the product Cc1nc(-n2cnn(Cc3ccc(C(F)(F)F)cc3)c2=O)sc1C(=O)O. Reactants: CCOC(C)=O, CCCCCC, CCCC=Cc1c(C(C)C)nc(C(C)C)c(C(=O)OCC)c1-c1cccc(Cl)c1. Product: CCCC=Cc1c(C(C)C)nc(C(C)C)c(CO)c1-c1cccc(Cl)c1. Reaction SMILES: [C:36]([O:37][CH2:38][CH3:39])(=[O:40])[CH3:41].[CH3:30][CH2:31][CH2:32][CH2:33][CH2:34][CH3:35].[CH:1]([CH3:2])([CH3:3])[c:4]1[n:5][c:6]([CH:27]([CH3:28])[CH3:29])[c:7]([CH:22]=[CH:23][CH2:24][CH2:25][CH3:26])[c:8](-[c:15]2[cH:16][c:17]([Cl:21])[cH:18][cH:19][cH:20]2)[c:9]1[C:10](=[O:11])[O:12][CH2:13][CH3:14]>>[CH:1]([CH3:2])([CH3:3])[c:4]1[n:5][c:6]([CH:27]([CH3:28])[CH3:29])[c:7]([CH:22]=[CH:23][CH2:24][CH2:25][CH3:26])[c:8](-[c:15]2[cH:16][c:17]([Cl:21])[cH:18][cH:19][cH:20]2)[c:9]1[CH2:10][OH:11]. The reactants are COC([C@@H](NC(=O)OC(C)(C)C)[C@@H](C)CC)=O (N-(tert.-butyloxycarbonyl)-L-isoleucine methyl ester), [BH4-].[Li+] (lithium borohydride), CO.C(Cl)(Cl)Cl (MeOH CHCl3). The solvent is COCCOC (DME). Product: C(C)(C)(C)OC(=O)N[C@@H]([C@@H](C)CC)CO (N-(tert.-butyloxycarbonyl)-L-isoleucinol). Isolated yield 97.0%. Reaction SMILES: C[O:2][C:3](=O)[C@H:4]([C@H:13]([CH2:15][CH3:16])[CH3:14])[NH:5][C:6]([O:8][C:9]([CH3:12])([CH3:11])[CH3:10])=[O:7].[BH4-].[Li+].CO.C(Cl)(Cl)Cl>COCCOC>[C:9]([O:8][C:6]([NH:5][C@H:4]([CH2:3][OH:2])[C@H:13]([CH2:15][CH3:16])[CH3:14])=[O:7])([CH3:10])([CH3:12])[CH3:11] |f:1.2,3.4|. Reported procedure: This compound was prepared in 97% yield from the ester 4c (9.84 g, 40 mmol) by reduction with lithium borohydride in dry DME analogous to the method described earlier1,2. TLC Rf 0.47 (eluent MeOH/CHCl3, 7/93). 1H NMR (CDCl3) δ 0.83-1.03 (m, 6H, CHCH3, CH2CH3), 1.03-1.40 (m, 2H, CH2CH3, CH2CH3), 1.44 (s, 9H, t-Bu), 2.21-2.61 (m, 1H, CHCH3), 3.32-3.88 (m, 4H, CHCH2OH), 4.52-4.68 (m, 1H, NH), CI MS, m/e 218 (M+ +1). Starting materials: C(C)C(C=O)=CCCC (2-ethylhexenal), C(C)C(C=O)CCCC (2-ethylhexanal). Solvent: CCCCCCC (Heptane). Yields the product C(C)C(CO)CCCC (2-ethylhexanol). RXN SMILES: [CH2:1]([C:3](=[CH:6][CH2:7][CH2:8][CH3:9])[CH:4]=[O:5])[CH3:2].C(C(CCCC)C=O)C>CCCCCCC>[CH2:1]([CH:3]([CH2:6][CH2:7][CH2:8][CH3:9])[CH2:4][OH:5])[CH3:2]. Reported procedure: Heptane occurs as by-product in very limited amounts, from the hydrogenation via decarbonylation of 2-ethylhexenal and 2-ethylhexanal. The recovery of pure 2-ethylhexanol in the third stage occurs distillatively via the separation of a fraction of the first runnings by means of a first running column and separation of a distillation residue in a main product column. Although the separation of the components with boiling points below that of 2-ethylhexanol can take place at normal or slightly red... Reactants: COCCC1=C(C=CC=C1)B(O)O ([2-(2-methoxyethyl)phenyl]boronic acid), BrC1=CC(=C(C=C1)C(CNC(OC(C)(C)C)=O)CC1=CC=C(C=C1)OCCOC1=C(C=C(C=C1Cl)C)Cl)C (tert-butyl (2-(4-bromo-2-methylphenyl)-3-{4-[2-(2,6-dichloro-4-methylphenoxy)ethoxy]phenyl}propyl)carbamate). The product is ClC1=C(OCCOC2=CC=C(C=C2)CC(CNC(OC(C)(C)C)=O)C2=C(C=C(C=C2)C2=C(C=CC=C2)CCOC)C)C(=CC(=C1)C)Cl (tert-butyl {3-{4-[2-(2,6-dichloro-4-methylphenoxy)ethoxy]phenyl}-2-[2′-(2-methoxyethyl)-3-methylbiphenyl-4-yl]propyl}carbamate). As a reaction SMILES: [CH3:1][O:2][CH2:3][CH2:4][C:5]1[CH:10]=[CH:9][CH:8]=[CH:7][C:6]=1B(O)O.Br[C:15]1[CH:20]=[CH:19][C:18]([CH:21]([CH2:31][C:32]2[CH:37]=[CH:36][C:35]([O:38][CH2:39][CH2:40][O:41][C:42]3[C:47]([Cl:48])=[CH:46][C:45]([CH3:49])=[CH:44][C:43]=3[Cl:50])=[CH:34][CH:33]=2)[CH2:22][NH:23][C:24](=[O:30])[O:25][C:26]([CH3:29])([CH3:28])[CH3:27])=[C:17]([CH3:51])[CH:16]=1>>[Cl:48][C:47]1[CH:46]=[C:45]([CH3:49])[CH:44]=[C:43]([Cl:50])[C:42]=1[O:41][CH2:40][CH2:39][O:38][C:35]1[CH:36]=[CH:37][C:32]([CH2:31][CH:21]([C:18]2[CH:19]=[CH:20][C:15]([C:6]3[CH:7]=[CH:8][CH:9]=[CH:10][C:5]=3[CH2:4][CH2:3][O:2][CH3:1])=[CH:16][C:17]=2[CH3:51])[CH2:22][NH:23][C:24](=[O:30])[O:25][C:26]([CH3:27])([CH3:28])[CH3:29])=[CH:33][CH:34]=1. Reported procedure: Prepared according to the procedure described in EXAMPLE 1, step 1 using [2-(2-methoxyethyl)phenyl]boronic acid from step 3 and tert-butyl (2-(4-bromo-2-methylphenyl)-3-{4-[2-(2,6-dichloro-4-methylphenoxy)ethoxy]phenyl}propyl)carbamate from step 2 as starting materials. Reactants: COC(=O)CBr, C1CCOC1, CSc1nccc2c1cc1n2CCC1=O. Yields the product COC(=O)CC1(O)CCn2c1cc1c(SC)nccc12. As a reaction SMILES: [Br:16][CH2:17][C:18](=[O:19])[O:20][CH3:21].[CH2:22]1[O:23][CH2:24][CH2:25][CH2:26]1.[CH3:1][S:2][c:3]1[n:4][cH:5][cH:6][c:7]2[c:8]1[cH:9][c:10]1[n:14]2[CH2:13][CH2:12][C:11]1=[O:15]>>[CH3:1][S:2][c:3]1[n:4][cH:5][cH:6][c:7]2[c:8]1[cH:9][c:10]1[n:14]2[CH2:13][CH2:12][C:11]1([OH:15])[CH2:17][C:18](=[O:19])[O:20][CH3:21]. Reactants: C(C)OC(CN1N=NC=C1)=O ([1,2,3]triazol-1-yl-acetic acid ethyl ester), O.NN (hydrazine hydrate). The solvent is C(C)O (ethanol). Conditions: temperature 4 celsius. The product is N1(N=NC=C1)CC(=O)NN ([1,2,3]Triazol-1-yl-acetic acid hydrazide). Isolated yield 73.0%. As a reaction SMILES: C(O[C:4](=[O:11])[CH2:5][N:6]1[CH:10]=[CH:9][N:8]=[N:7]1)C.O.[NH2:13][NH2:14]>C(O)C>[N:6]1([CH2:5][C:4]([NH:13][NH2:14])=[O:11])[CH:10]=[CH:9][N:8]=[N:7]1 |f:1.2|. Procedure: As described for example 112a, [1,2,3]triazol-1-yl-acetic acid ethyl ester in ethanol was reacted with hydrazine hydrate (2 equivalents) and the resulting mixture heated under reflux for 3 h. The mixture was cooled to 4° C. and the precipitated product was filtered off and dried to afford the title compound as a white solid (yield: 73%). MS: m/e=141.2[M]+. Reactants: ClC1=C(C=C(C=C1)N=C=O)C(F)(F)F (1-chloro-4-isocyanato-2-(trifluoromethyl)benzene), COC1=CC=C(N)C=C1 (p-methoxyaniline). Solvent: ClCCl (dichloromethane), ClCCl (dichloromethane). Run at time 20 hour. Yields the product ClC1=C(C=C(C=C1)NC(=O)NC1=CC=C(C=C1)OC)C(F)(F)F (1-(4-chloro-3-trifluoromethylphenyl)-3-(4-methoxyphenyl)urea). Yield: 52.2%. As a reaction SMILES: [Cl:1][C:2]1[CH:7]=[CH:6][C:5]([N:8]=[C:9]=[O:10])=[CH:4][C:3]=1[C:11]([F:14])([F:13])[F:12].[CH3:15][O:16][C:17]1[CH:23]=[CH:22][C:20]([NH2:21])=[CH:19][CH:18]=1>ClCCl>[Cl:1][C:2]1[CH:7]=[CH:6][C:5]([NH:8][C:9]([NH:21][C:20]2[CH:22]=[CH:23][C:17]([O:16][CH3:15])=[CH:18][CH:19]=2)=[O:10])=[CH:4][C:3]=1[C:11]([F:12])([F:13])[F:14]. Reported procedure: 1-chloro-4-isocyanato-2-(trifluoromethyl)benzene (5.15 g, 26 mmol, 1.05 eq) was dissolved in dichloromethane (30 mL). A solution of p-methoxyaniline (3.07 g, 25 mmol, 1 eq) in dichloromethane (20 mL) was added dropwise and the mixture was stirred at room temperature for 20 hours. The mixture was filtered and washed with dichloromethane (5 mL×2). The solid was dissolved in ethyl acetate (50 mL), and the resulted solution was washed with diluted hydrochloric acid (1 N, 10 mL) and saturated brine (...